This data is from the Open Reaction Database (ORD), a public repository of structured organic reaction records. The task is: describe an organic reaction: reactants, conditions, products, and yield The reactants are C(C)(C)(C)P(C(C)(C)C)Cl (di-tert-butylphosphinous chloride), C(C)(C)(C)P(C(C)(C)C)Cl (di-tert-butylphosphinous chloride), Grignard reagent, C(C)(C)Cl (isopropyl chloride), [Mg] (magnesium), S(O)(O)(=O)=O (sulfuric acid). Reagents/catalysts: [Cu]Cl (copper(I) chloride). The solvent is O1CCCC1 (tetrahydrofuran), O1CCCC1 (tetrahydrofuran), C1(=CC=CC=C1)C (toluene). Run at time 3 hour. Yields the product C(C)(C)(C)P(C(C)C)C(C)(C)C (di-tert-butylisopropylphosphine). Yield: 87.1%. Reaction SMILES: [C:1]([P:5](Cl)[C:6]([CH3:9])([CH3:8])[CH3:7])([CH3:4])([CH3:3])[CH3:2].[CH:11](Cl)([CH3:13])[CH3:12].[Mg].S(=O)(=O)(O)O>O1CCCC1.[Cu]Cl.C1(C)C=CC=CC=1>[C:1]([P:5]([C:6]([CH3:9])([CH3:8])[CH3:7])[CH:11]([CH3:13])[CH3:12])([CH3:4])([CH3:3])[CH3:2]. Procedure: In a 300 ml four-necked flask thoroughly purged with nitrogen, 9.0 g (0.05 mol) of di-tert-butylphosphinous chloride, 0.05 g (0.001 mol (corresponding to 1% by mol)) of copper(I) chloride and 30 ml of tetrahydrofuran were placed. To the contents of the flask, a Grignard reagent solution previously prepared from 4.7 g (0.060 mol) of isopropyl chloride and 1.7 g (0.072 mol) of metallic magnesium in 50 ml of tetrahydrofuran was dropwise added over a period of 1 hour with maintaining the temperature... Starting materials: FC1=CC=C2C(=CN(C2=C1)S(=O)(=O)C1=CC=CC=C1)C=1C=NN(C1)CC1CCN(CC1)C(=O)OC(C)(C)C (tert-butyl 4-((4-(6-fluoro-1-(phenylsulfonyl)-1H-indol-3-yl)-1H-pyrazol-1-yl)methyl)piperidine-1-carboxylate), CS(=O)(=O)OCC1CCOCC1 ((tetrahydro-2H-pyran-4-yl)methyl methanesulfonate), FC=1C=C2C(=CNC2=CC1F)C=1C=NN(C1)CC1CCNCC1 (5,6-difluoro-3-(1-(piperidin-4-ylmethyl)-1H-pyrazol-4-yl)-1H-indole), FC=1C=C2C(=CNC2=CC1F)C=1C=NN(C1)CC1CCNCC1 (5,6-difluoro-3-(1-(piperidin-4-ylmethyl)-1H-pyrazol-4-yl)-1H-indole). Product: FC1=CC=C2C(=CN(C2=C1)S(=O)(=O)C1=CC=CC=C1)C=1C=NN(C1)CC1CCOCC1 (6-fluoro-1-(phenylsulfonyl)-3-(1-((tetrahydro-2H-pyran-4-yl)methyl)-1H-pyrazol-4-yl)-1H-indole). As a reaction SMILES: [F:1][C:2]1[CH:10]=[C:9]2[C:5]([C:6]([C:20]3[CH:21]=[N:22][N:23]([CH2:25][CH:26]4[CH2:31]CN(C(OC(C)(C)C)=O)C[CH2:27]4)[CH:24]=3)=[CH:7][N:8]2[S:11]([C:14]2[CH:19]=[CH:18][CH:17]=[CH:16][CH:15]=2)(=[O:13])=[O:12])=[CH:4][CH:3]=1.FC1C=C2C(=CC=1F)NC=C2C1C=NN(CC2CCNCC2)C=1.CS(OCC1C[CH2:72][O:71][CH2:70]C1)(=O)=O>>[F:1][C:2]1[CH:10]=[C:9]2[C:5]([C:6]([C:20]3[CH:21]=[N:22][N:23]([CH2:25][CH:26]4[CH2:27][CH2:72][O:71][CH2:70][CH2:31]4)[CH:24]=3)=[CH:7][N:8]2[S:11]([C:14]2[CH:15]=[CH:16][CH:17]=[CH:18][CH:19]=2)(=[O:12])=[O:13])=[CH:4][CH:3]=1. Procedure: Following the general method as outlined in Intermediate 20, starting from 6-fluoro-1-(phenylsulfonyl)-3-(1H-pyrazol-4-yl)-1H-indole (Intermediate 5; 305 mg; 0.89 mmol) and (tetrahydro-2H-pyran-4-yl)methyl methanesulfonate (226 mg; 1.16 mmol), 398 mg of the title compound was obtained as a white solid, which was used directly without further purification. Reactants: N1=C(Cl)N=C(Cl)N=C1Cl (cyanuric chloride), CC1(NC(CCC1)(C)C)C (2,2,6,6-tetramethylpiperidine). The solvent is O (water). Run at time 10 hour. Yields the product ClC1=NC(=NC(=N1)N1C(CCCC1(C)C)(C)C)N1C(CCCC1(C)C)(C)C (2-Chloro-4,6-bis-(2,2,6,6-tetramethylpiperidin-1-yl)-1,3,5-triazine). RXN SMILES: [N:1]1[C:8](Cl)=[N:7][C:5](Cl)=[N:4][C:2]=1[Cl:3].[CH3:10][C:11]1([CH3:19])[CH2:16][CH2:15][CH2:14][C:13]([CH3:18])([CH3:17])[NH:12]1>O>[Cl:3][C:2]1[N:1]=[C:8]([N:12]2[C:13]([CH3:18])([CH3:17])[CH2:14][CH2:15][CH2:16][C:11]2([CH3:19])[CH3:10])[N:7]=[C:5]([N:12]2[C:13]([CH3:18])([CH3:17])[CH2:14][CH2:15][CH2:16][C:11]2([CH3:19])[CH3:10])[N:4]=1. Procedure: 18.4 g of cyanuric chloride and 113 g of 2,2,6,6-tetramethylpiperidine are heated for 10 hours at 180° and then for 10 hours at 210° in a 300 ml autoclave. The contents of the autoclave are then taken up in 500 ml of water, and the insoluble residue is filtered off by suction, washed with water and dried. The brownish residue is crystallized from ligroin. 2-Chloro-4,6-bis-(2,2,6,6-tetramethylpiperidin-1-yl)-1,3,5-triazine is obtained as colorless crystals having a melting point of 188°.